Dataset: the Open Reaction Database (ORD), a public repository of structured organic reaction records. Task: describe an organic reaction: reactants, conditions, products, and yield Reactants: COCCCN, CCO, ClC(Cl)Cl, O=C1Nc2ccccc2C1=Cc1ccc[nH]1. Product: COCCCNCN1C(=O)C(=Cc2ccc[nH]2)c2ccccc21. Reaction SMILES: [CH3:17][O:18][CH2:19][CH2:20][CH2:21][NH2:22].[CH3:23][CH2:24][OH:25].[Cl:26][CH:27]([Cl:28])[Cl:29].[nH:1]1[c:2]([CH:6]=[C:7]2[C:8](=[O:16])[NH:9][c:10]3[cH:11][cH:12][cH:13][cH:14][c:15]32)[cH:3][cH:4][cH:5]1>>[nH:1]1[c:2]([CH:6]=[C:7]2[C:8](=[O:16])[N:9]([CH2:23][NH:22][CH2:21][CH2:20][CH2:19][O:18][CH3:17])[c:10]3[cH:11][cH:12][cH:13][cH:14][c:15]32)[cH:3][cH:4][cH:5]1. The reactants are C1=CN=C2CCCC3=C(N12)C=C(C=C3)N (5,6-dihydro-4H-3,10b-diaza-benzo[e]azulen-9-ylamine), ClC1=NC=C(C(=N1)NC1=C(C=CC=C1S(=O)(=O)C(C)C)F)Cl ((2,5-dichloro-pyrimidin-4-yl)-[2-fluoro-6-(propane-2-sulfonyl)-phenyl]-amine), OC(=O)C(F)(F)F.ClC=1C(=NC(=NC1)NC=1C=CC2=C(N3C=CN=C3CCC2)C1)NC1=C(C=CC=C1S(=O)(=O)C(C)C)F (5-chloro-N*2*-(5,6-dihydro-4H-3,10b-diaza-benzo[e]azulen-9-yl)-N*4*-[2-fluoro-6-(propane-2-sulfonyl)-phenyl]-pyrimidine-2,4-diamine TFA salt). Product: ClC=1C(=NC(=NC1)NC=1C=CC2=C(N3C=CN=C3CCC2)C1)NC1=C(C=CC=C1S(=O)(=O)C(C)C)F (5-Chloro-N*2*-(5,6-dihydro-4H-3,10b-diaza-benzo[e]azulen-9-yl)-N*4*-[2-fluoro-6-(propane-2-sulfonyl)-phenyl]-pyrimidine-2,4-diamine). As a reaction SMILES: C1N2C(CCCC3C=CC(N)=CC=32)=NC=1.ClC1N=C(NC2C(S(C(C)C)(=O)=O)=CC=CC=2F)C(Cl)=CN=1.OC(C(F)(F)F)=O.[Cl:45][C:46]1[C:47]([NH:67][C:68]2[C:73]([S:74]([CH:77]([CH3:79])[CH3:78])(=[O:76])=[O:75])=[CH:72][CH:71]=[CH:70][C:69]=2[F:80])=[N:48][C:49]([NH:52][C:53]2[CH:54]=[CH:55][C:56]3[CH2:65][CH2:64][CH2:63][C:62]4[N:58]([CH:59]=[CH:60][N:61]=4)[C:57]=3[CH:66]=2)=[N:50][CH:51]=1>>[Cl:45][C:46]1[C:47]([NH:67][C:68]2[C:73]([S:74]([CH:77]([CH3:78])[CH3:79])(=[O:75])=[O:76])=[CH:72][CH:71]=[CH:70][C:69]=2[F:80])=[N:48][C:49]([NH:52][C:53]2[CH:54]=[CH:55][C:56]3[CH2:65][CH2:64][CH2:63][C:62]4[N:58]([CH:59]=[CH:60][N:61]=4)[C:57]=3[CH:66]=2)=[N:50][CH:51]=1 |f:2.3|. Procedure details: Following a procedure analogous to Example 1741e, 5,6-dihydro-4H-3,10b-diaza-benzo[e]azulen-9-ylamine and (2,5-dichloro-pyrimidin-4-yl)-[2-fluoro-6-(propane-2-sulfonyl)-phenyl]-amine was converted to 5-chloro-N*2*-(5,6-dihydro-4H-3,10b-diaza-benzo[e]azulen-9-yl)-N*4*-[2-fluoro-6-(propane-2-sulfonyl)-phenyl]-pyrimidine-2,4-diamine TFA salt: 1H NMR (300 MHz, CD3OD) δ 8.19 (s, 1H), 7.76 (m, 1H), 7.70 (d, 1H), 7.67 (s, 2H), 7.5 (m, 3H), 7.24 (d, 1H), 3.3 (m, 1H), 2.95 (t, 2H), 2.60 (t, 2H), 2.38 (pe... Reactants: C(C)OC(=O)C=1C(=NC=2N(C1)N=CC2C2=CC=C(C=C2)SC2=CC=CC=C2)O (6-Ethoxycarbonyl-5-hydorxy-3-(4-phenylthiophenyl)pyrazolo[1,5-a]pyrimidine), P(O)(O)(O)=O (phosphoric acid). Product: OC1=NC=2N(C=C1)N=CC2C2=CC=C(C=C2)SC2=CC=CC=C2 (5-Hydroxy-3-(4-phenylthiophenyl)pyrazolo[1,5-a]pyrimidine). The yield is 50.3%. Reaction SMILES: C(OC([C:6]1[C:7]([OH:28])=[N:8][C:9]2[N:10]([N:12]=[CH:13][C:14]=2[C:15]2[CH:20]=[CH:19][C:18]([S:21][C:22]3[CH:27]=[CH:26][CH:25]=[CH:24][CH:23]=3)=[CH:17][CH:16]=2)[CH:11]=1)=O)C.P(=O)(O)(O)O>>[OH:28][C:7]1[CH:6]=[CH:11][N:10]2[N:12]=[CH:13][C:14]([C:15]3[CH:16]=[CH:17][C:18]([S:21][C:22]4[CH:27]=[CH:26][CH:25]=[CH:24][CH:23]=4)=[CH:19][CH:20]=3)=[C:9]2[N:8]=1. Reported procedure: In the same manner as in Example 3 except that 0.39 g of 6-ethoxycarbonyl-5-hydroxy-3-(4-phenylthiophenyl)-pyrazolo[1,5-a]pyrimidine obtained in Example 2 and 5 ml of 85% phosphoric acid were used, 0.16 g of the title compound was obtained. Reactants: CN[C@@H]1C[C@H]2O[C@@](C)([C@@H]1OC)n1c3ccccc3c3c4c(c5c6ccccc6n2c5c31)C(=O)NC4 (staurosporine), O=C1CCCC1. Reagents/catalysts: CC(C)[O-].CC(C)[O-].CC(C)[O-].CC(C)[O-].[Ti+4] (Ti(OiPr)4), CC(=O)O (acetic acid), CC(=O)O[BH-](OC(C)=O)OC(C)=O.[Na+] (Sodium triacetoxyborohydride). The solvent is CC(=O)N(C)C (DMA), CC(=O)N(C)C (DMA), CC(=O)N(C)C (DMA), CC(=O)N(C)C (DMA), CC(=O)N(C)C (DMA), CC(=O)N(C)C (DMA), CC(=O)N(C)C (DMA). Reaction conditions: temperature 22 celsius, time 18 hour. Yields the product CO[C@@H]1[C@@H](C[C@H]2O[C@]1(C)n3c4ccccc4c5c6CNC(=O)c6c7c8ccccc8n2c7c35)N(C)C9CCCC9, CN[C@@H]1C[C@H]2O[C@@](C)([C@@H]1OC)n1c3ccccc3c3c4c(c5c6ccccc6n2c5c31)C(=O)NC4 (Staurosporine), c1ccc(-c2ccccc2)cc1 (biphenyl), OCCCc1ccccc1. Reactants: NC1C(N(C2=C(C(=N1)C1=CC=CC=C1)C=CC=C2)C)=O (3(R,S)-amino-1,3-dihydro-1-methyl-5-phenyl-2H-1,4-benzodiazepin-2-one), ClC1=C(C=CC(=C1)Cl)N=C=O (2,4-dichlorophenylisocyanate), ( d ). The solvent is O1CCCC1 (tetrahydrofuran). Run at time 8 hour. Product: ClC1=C(C=CC(=C1)Cl)NC(=O)NC1C(N(C2=C(C(=N1)C1=CC=CC=C1)C=CC=C2)C)=O (N-(2,4-Dichlorophenyl)-N'-(2,3-dihydro-1-methyl-2-oxo-5-phenyl-1H-1,4-benzodiazepin-3-yl)-urea). RXN SMILES: [NH2:1][CH:2]1[N:8]=[C:7]([C:9]2[CH:14]=[CH:13][CH:12]=[CH:11][CH:10]=2)[C:6]2[CH:15]=[CH:16][CH:17]=[CH:18][C:5]=2[N:4]([CH3:19])[C:3]1=[O:20].[Cl:21][C:22]1[CH:27]=[C:26]([Cl:28])[CH:25]=[CH:24][C:23]=1[N:29]=[C:30]=[O:31]>O1CCCC1>[Cl:21][C:22]1[CH:27]=[C:26]([Cl:28])[CH:25]=[CH:24][C:23]=1[NH:29][C:30]([NH:1][CH:2]1[N:8]=[C:7]([C:9]2[CH:14]=[CH:13][CH:12]=[CH:11][CH:10]=2)[C:6]2[CH:15]=[CH:16][CH:17]=[CH:18][C:5]=2[N:4]([CH3:19])[C:3]1=[O:20])=[O:31]. Procedure details: Equimolar amounts of 3(R,S)-amino-1,3-dihydro-1-methyl-5-phenyl-2H-1,4-benzodiazepin-2-one and 2,4-dichlorophenylisocyanate were mixed in 8 ml of dry tetrahydrofuran at room temperature. The reaction mixture was allowed to stand for 8 hours and was then filtered. The collected solids were washed with tetrahydrofuran and dried in vacuo over P2O5 to give the analytical product: m.p. 285°-287° C. (d). The reactants are CN(C1=CC=C(C=C1)N)C (N,N-dimethyl-p-phenylenediamine), CN(C1=CC=CC=C1)C (N,N-dimethylaniline), ClC1=C(C(=O)O)C(=CC=C1[N+](=O)[O-])Cl (2,6-dichloro-3-nitrobenzoic acid). Run in ClCCl (dichloromethane). The product is ClC1=CC=C(C(=C1C(=O)O)NC1=CC=C(C=C1)N(C)C)[N+](=O)[O-] (6-chloro-2[[4-(dimethylamino)phenyl]amino]3-nitrobenzoic acid). Reaction SMILES: [CH3:1][N:2]([CH3:10])[C:3]1[CH:8]=[CH:7][C:6]([NH2:9])=[CH:5][CH:4]=1.CN(C)C1C=CC=CC=1.Cl[C:21]1[C:29]([N+:30]([O-:32])=[O:31])=[CH:28][CH:27]=[C:26]([Cl:33])[C:22]=1[C:23]([OH:25])=[O:24]>ClCCl>[Cl:33][C:26]1[C:22]([C:23]([OH:25])=[O:24])=[C:21]([NH:9][C:6]2[CH:7]=[CH:8][C:3]([N:2]([CH3:10])[CH3:1])=[CH:4][CH:5]=2)[C:29]([N+:30]([O-:32])=[O:31])=[CH:28][CH:27]=1. Procedure details: A mixture of 41.0 g of N,N-dimethyl-p-phenylenediamine, 100 ml of N,N-dimethylaniline, and 23.6 g of 2,6-dichloro-3-nitrobenzoic acid was heated for seven hours on a steam bath. The resulting cake was suspended in dichloromethane, filtered, and the solid washed with water. Recrystallization from DMF-ethanol provided 6-chloro-2[[4-(dimethylamino)phenyl]amino]3-nitrobenzoic acid, mp 222°-223° C. (dec). Reactants: CCN=C=NCCCN(C)C, CC(C)(O)CC1CCNCC1, Cc1ccc2[nH]c(C(=O)O)cc2c1, Cl, Cl, CN(C)C=O, On1nnc2ccccc21. Yields the product Cc1ccc2[nH]c(C(=O)N3CCC(CC(C)(C)O)CC3)cc2c1. As a reaction SMILES: [CH2:26]([N:27]=[C:28]=[N:29][CH2:30][CH2:31][CH2:32][N:33]([CH3:34])[CH3:35])[CH3:36].[CH3:14][C:15]([CH2:16][CH:17]1[CH2:18][CH2:19][NH:20][CH2:21][CH2:22]1)([CH3:23])[OH:24].[CH3:1][c:2]1[cH:3][c:4]2[cH:5][c:6]([C:11](=[O:12])[OH:13])[nH:7][c:8]2[cH:9][cH:10]1.[ClH:25].[ClH:47].[O:48]=[CH:49][N:50]([CH3:51])[CH3:52].[OH:37][n:38]1[c:39]2[cH:40][cH:41][cH:42][cH:43][c:44]2[n:45][n:46]1>>[CH3:1][c:2]1[cH:3][c:4]2[cH:5][c:6]([C:11](=[O:13])[N:20]3[CH2:19][CH2:18][CH:17]([CH2:16][C:15]([CH3:14])([CH3:23])[OH:24])[CH2:22][CH2:21]3)[nH:7][c:8]2[cH:9][cH:10]1.